This data is from the Open Reaction Database (ORD), a public repository of structured organic reaction records. The task is: describe an organic reaction: reactants, conditions, products, and yield The reactants are O=C1CCC(=O)N1Br, O=C(OOC(=O)c1ccccc1)c1ccccc1, ClC(Cl)(Cl)Cl, CCOC(=O)C=C(C)Oc1ccccc1OC(C)C. Product: CCOC(=O)C=C(CBr)Oc1ccccc1OC(C)C. RXN SMILES: [Br:20][N:21]1[C:22](=[O:23])[CH2:24][CH2:25][C:26]1=[O:27].[C:28]([O:29][O:30][C:31](=[O:32])[c:33]1[cH:34][cH:35][cH:36][cH:37][cH:38]1)(=[O:39])[c:40]1[cH:41][cH:42][cH:43][cH:44][cH:45]1.[C:46]([Cl:47])([Cl:48])([Cl:49])[Cl:50].[CH2:1]([CH3:2])[O:3][C:4]([CH:5]=[C:6]([CH3:7])[O:8][c:9]1[c:10]([O:15][CH:16]([CH3:17])[CH3:18])[cH:11][cH:12][cH:13][cH:14]1)=[O:19]>>[CH2:1]([CH3:2])[O:3][C:4]([CH:5]=[C:6]([CH2:7][Br:20])[O:8][c:9]1[c:10]([O:15][CH:16]([CH3:17])[CH3:18])[cH:11][cH:12][cH:13][cH:14]1)=[O:19]. Starting materials: C(C1=CC=CC=C1)OC1=C(N=C2C(OCCN2C1=O)(C)C)C(=O)N (3-(benzyloxy)-9,9-dimethyl-4-oxo-4,6,7,9-tetrahydropyrimido[2,1-c][1,4]oxazine-2-carboxamide), COC=1C=CC(=CC1)P2(=S)SP(=S)(S2)C=3C=CC(=CC3)OC (Lawesson's reagent). The solvent is C1CCOC1 (THF). Reaction conditions: temperature 70 celsius, time 1 hour. Product: C(C1=CC=CC=C1)OC1=C(N=C2C(OCCN2C1=O)(C)C)C(N)=S (3-(Benzyloxy)-9,9-dimethyl-4-oxo-4,6,7,9-tetrahydropyrimido[2,1-c][1,4]oxazine-2-carbothioamide). Yield: 82.7%. Reaction SMILES: [CH2:1]([O:8][C:9]1[C:18](=[O:19])[N:17]2[C:12]([C:13]([CH3:21])([CH3:20])[O:14][CH2:15][CH2:16]2)=[N:11][C:10]=1[C:22]([NH2:24])=O)[C:2]1[CH:7]=[CH:6][CH:5]=[CH:4][CH:3]=1.COC1C=CC(P2(SP(C3C=CC(OC)=CC=3)(=S)S2)=[S:34])=CC=1>C1COCC1>[CH2:1]([O:8][C:9]1[C:18](=[O:19])[N:17]2[C:12]([C:13]([CH3:21])([CH3:20])[O:14][CH2:15][CH2:16]2)=[N:11][C:10]=1[C:22](=[S:34])[NH2:24])[C:2]1[CH:7]=[CH:6][CH:5]=[CH:4][CH:3]=1. Procedure details: To a solution of 3-(benzyloxy)-9,9-dimethyl-4-oxo-4,6,7,9-tetrahydropyrimido[2,1-c][1,4]oxazine-2-carboxamide (0.54 g, 1.64 mmol, 1.0 equiv) in THF (33 mL) under a nitrogen atmosphere, was added Lawesson's reagent (0.40 g, 0.98 mmol, 0.6 equiv). The yellow solution was then heated to 70° C. (oil bath). After stirring for 1 h, the reaction was cooled to ambient temperature and concentrated in vacuo. The crude product was purified by silica gel chromatography (30-100% ethyl acetate/hexane) to prov... Starting materials: C[Si](C)(C)C#CCBr, O=C([O-])[O-], C1CCCCC1, CN(C)C=O, CCOC(=O)COc1cc2c(c(Cl)c1Cl)C(=O)C(c1ccccc1)C2, Cl, [K+], [K+]. Yields the product CCOC(=O)COc1cc2c(c(Cl)c1Cl)C(=O)C(CC#C[Si](C)(C)C)(c1ccccc1)C2. RXN SMILES: [Br:1][CH2:2][C:3]#[C:4][Si:5]([CH3:6])([CH3:7])[CH3:8].[C:34](=[O:35])([O-:36])[O-:37].[CH2:41]1[CH2:42][CH2:43][CH2:44][CH2:45][CH2:46]1.[CH3:47][N:48]([CH3:49])[CH:50]=[O:51].[Cl:9][c:10]1[c:11]([O:27][CH2:28][C:29](=[O:30])[O:31][CH2:32][CH3:33])[cH:12][c:13]2[c:17]([c:18]1[Cl:19])[C:16](=[O:20])[CH:15]([c:21]1[cH:22][cH:23][cH:24][cH:25][cH:26]1)[CH2:14]2.[ClH:40].[K+:38].[K+:39]>>[CH2:2]([C:3]#[C:4][Si:5]([CH3:6])([CH3:7])[CH3:8])[C:15]1([c:21]2[cH:22][cH:23][cH:24][cH:25][cH:26]2)[CH2:14][c:13]2[cH:12][c:11]([O:27][CH2:28][C:29](=[O:30])[O:31][CH2:32][CH3:33])[c:10]([Cl:9])[c:18]([Cl:19])[c:17]2[C:16]1=[O:20]. Starting materials: CCOC(=O)CC(CCCCCCCCCCC(CC(=O)OCC)C(=O)OCc1ccccc1)NC(=O)OC(C)(C)C, CCOC(C)=O, [H][H]. Yields the product CCOC(=O)CC(CCCCCCCCCCC(CC(=O)OCC)C(=O)O)NC(=O)OC(C)(C)C. Reaction SMILES: [C:1]([CH3:2])([CH3:3])([CH3:4])[O:5][C:6](=[O:7])[NH:8][CH:9]([CH2:10][C:11](=[O:12])[O:13][CH2:14][CH3:15])[CH2:16][CH2:17][CH2:18][CH2:19][CH2:20][CH2:21][CH2:22][CH2:23][CH2:24][CH2:25][CH:26]([CH2:27][C:28](=[O:29])[O:30][CH2:31][CH3:32])[C:33](=[O:34])[O:35][CH2:36][c:37]1[cH:38][cH:39][cH:40][cH:41][cH:42]1.[CH3:45][CH2:46][O:47][C:48](=[O:49])[CH3:50].[H:43][H:44]>>[C:1]([CH3:2])([CH3:3])([CH3:4])[O:5][C:6](=[O:7])[NH:8][CH:9]([CH2:10][C:11](=[O:12])[O:13][CH2:14][CH3:15])[CH2:16][CH2:17][CH2:18][CH2:19][CH2:20][CH2:21][CH2:22][CH2:23][CH2:24][CH2:25][CH:26]([CH2:27][C:28](=[O:29])[O:30][CH2:31][CH3:32])[C:33](=[O:34])[OH:35]. Reactants: CC(C(=O)O)=CCCC(=CCCC(=CCCC(=CCCC(=CCCC(C)=O)C)C)C)C (2,6,10,14,18-pentamethyl-22-oxo-2,6,10,14,18-tricosapentaenoic acid), C(C(C)C)NCC(C)C (diisobutylamine). Product: CC(C(=O)N(CC(C)C)CC(C)C)=CCCC(=CCCC(=CCCC(=CCCC(=CCCC(C)=O)C)C)C)C (N-(2,6,10,14,18-pentamethyl-22-oxo-2,6,10,14,18-tricosapentaenoyl)diisobutylamine). RXN SMILES: [CH3:1][C:2](=[CH:6][CH2:7][CH2:8][C:9]([CH3:31])=[CH:10][CH2:11][CH2:12][C:13]([CH3:30])=[CH:14][CH2:15][CH2:16][C:17]([CH3:29])=[CH:18][CH2:19][CH2:20][C:21]([CH3:28])=[CH:22][CH2:23][CH2:24][C:25](=[O:27])[CH3:26])[C:3]([OH:5])=O.[CH2:32]([NH:36][CH2:37][CH:38]([CH3:40])[CH3:39])[CH:33]([CH3:35])[CH3:34]>>[CH3:1][C:2](=[CH:6][CH2:7][CH2:8][C:9]([CH3:31])=[CH:10][CH2:11][CH2:12][C:13]([CH3:30])=[CH:14][CH2:15][CH2:16][C:17]([CH3:29])=[CH:18][CH2:19][CH2:20][C:21]([CH3:28])=[CH:22][CH2:23][CH2:24][C:25](=[O:27])[CH3:26])[C:3]([N:36]([CH2:37][CH:38]([CH3:40])[CH3:39])[CH2:32][CH:33]([CH3:35])[CH3:34])=[O:5]. Procedure details: Starting materials: 2,6,10,14,18-pentamethyl-22-oxo-2,6,10,14,18-tricosapentaenoic acid and diisobutylamine. Starting materials: ClC=1N=CC2=C(N(CC(C(N2C)=O)CC)C2CCCC2)N1 ((rac)-2-chloro-9-cyclopentyl-7-ethyl-5-methyl-5,7,8,9-tetrahydro-pyrimido[4,5-b][1,4]diazepin-6-one), NC1=C(C=C(C(=O)O)C=C1)OC (4-amino-3-methoxy-benzoic acid), C(C)O (ethanol). Reagents/catalysts: Cl (hydrochloric acid). The solvent is O (water). The product is C1(CCCC1)N1C2=C(N(C(C(C1)CC)=O)C)C=NC(=N2)NC2=C(C=C(C(=O)O)C=C2)OC ((rac)-4-(9-cyclopentyl-7-ethyl-5-methyl-6-oxo-6,7,8,9-tetrahydro-5H-pyrimido[4,5-b][1,4]diazepin-2-yl amino)-3-methoxy-benzoic acid). Yield: 55.1%. RXN SMILES: Cl[C:2]1[N:3]=[CH:4][C:5]2[N:11]([CH3:12])[C:10](=[O:13])[CH:9]([CH2:14][CH3:15])[CH2:8][N:7]([CH:16]3[CH2:20][CH2:19][CH2:18][CH2:17]3)[C:6]=2[N:21]=1.[NH2:22][C:23]1[CH:31]=[CH:30][C:26]([C:27]([OH:29])=[O:28])=[CH:25][C:24]=1[O:32][CH3:33].C(O)C>Cl.O>[CH:16]1([N:7]2[CH2:8][CH:9]([CH2:14][CH3:15])[C:10](=[O:13])[N:11]([CH3:12])[C:5]3[CH:4]=[N:3][C:2]([NH:22][C:23]4[CH:31]=[CH:30][C:26]([C:27]([OH:29])=[O:28])=[CH:25][C:24]=4[O:32][CH3:33])=[N:21][C:6]2=3)[CH2:20][CH2:19][CH2:18][CH2:17]1. Procedure details: A mixture of 0.058 g (0.00019 mole) of (rac)-2-chloro-9-cyclopentyl-7-ethyl-5-methyl-5,7,8,9-tetrahydro-pyrimido[4,5-b][1,4]diazepin-6-one (VII-12), 0.038 g (0.00023 mole) of 4-amino-3-methoxy-benzoic acid, 0.5 mL of ethanol, 2 mL of water, and 2 drops of hydrochloric acid was heated to 100 degrees overnight. Upon cooling, a precipitate formed which was collected by filtration to give 0.046 g of (rac)-4-(9-cyclopentyl-7-ethyl-5-methyl-6-oxo-6,7,8,9-tetrahydro-5H-pyrimido[4,5-b][1,4]diazepin-2-yl...